Dataset: the Open Reaction Database (ORD), a public repository of structured organic reaction records. Task: describe an organic reaction: reactants, conditions, products, and yield Run in CO (methanol). Yields the product N1(CCCCC1)[C@H]1CN(CC1)C=1SC2=C(N1)C=CC(=C2)C2=CC=CC(=N2)C(=O)O ((R)-6-(2-(3-(piperidin-1-yl)pyrrolidin-1-yl)benzo[d]thiazol-6-yl)picolinic acid), bis trifluoroacetate. Reagents/catalysts: Cl[Pd]([P](C1=CC=CC=C1)(C2=CC=CC=C2)C3=CC=CC=C3)([P](C4=CC=CC=C4)(C5=CC=CC=C5)C6=CC=CC=C6)Cl (bis(triphenylphosphine)palladium(II) chloride). RXN SMILES: [N:1]1([C@@H:7]2[CH2:11][CH2:10][N:9]([C:12]3[S:13][C:14]4[CH:20]=[C:19](B5OC(C)(C)C(C)(C)O5)[CH:18]=[CH:17][C:15]=4[N:16]=3)[CH2:8]2)[CH2:6][CH2:5][CH2:4][CH2:3][CH2:2]1.Br[C:31]1[N:36]=[C:35]([C:37]([O:39]C)=[O:38])[CH:34]=[CH:33][CH:32]=1.C([O-])([O-])=O.[K+].[K+]>CO.Cl[Pd](Cl)([P](C1C=CC=CC=1)(C1C=CC=CC=1)C1C=CC=CC=1)[P](C1C=CC=CC=1)(C1C=CC=CC=1)C1C=CC=CC=1>[N:1]1([C@@H:7]2[CH2:11][CH2:10][N:9]([C:12]3[S:13][C:14]4[CH:20]=[C:19]([C:31]5[N:36]=[C:35]([C:37]([OH:39])=[O:38])[CH:34]=[CH:33][CH:32]=5)[CH:18]=[CH:17][C:15]=4[N:16]=3)[CH2:8]2)[CH2:6][CH2:5][CH2:4][CH2:3][CH2:2]1 |f:2.3.4,^1:51,70|. Starting materials: N1(CCCCC1)[C@H]1CN(CC1)C=1SC2=C(N1)C=CC(=C2)B2OC(C(O2)(C)C)(C)C ((R)-2-(3-(piperidin-1-yl)pyrrolidin-1-yl)-6-(4,4,5,5-tetramethyl-1,3,2-dioxaborolan-2-yl)benzo[d]thiazole), BrC1=CC=CC(=N1)C(=O)OC (methyl 6-bromo-2-pyridinecarboxylate), C(=O)([O-])[O-].[K+].[K+] (K2CO3). Procedure details: A vial containing (R)-2-(3-(piperidin-1-yl)pyrrolidin-1-yl)-6-(4,4,5,5-tetramethyl-1,3,2-dioxaborolan-2-yl)benzo[d]thiazole (Example 64A, 23 mg, 0.056 mmol), methyl 6-bromo-2-pyridinecarboxylate (12 mg, 0.056 mmol), bis(triphenylphosphine)palladium(II) chloride (5 mg, 7 μmol), and K2CO3 (23 mg, 0.17 mmol) in methanol (0.5 mL) was heated to 80° C. for 2 hours and cooled. The mixture was filtered and concentrated. The residue was purified by preparative HPLC on a Phenomenex Luna C8(2) 5 um 100 Å A... Run at temperature 80 celsius.